From a dataset of the Open Reaction Database (ORD), a public repository of structured organic reaction records. describe an organic reaction: reactants, conditions, products, and yield The reactants are CNCC=O, CCOC(=O)Nc1nc2c(s1)CCCC2. Yields the product CN(CC=O)C(=O)Nc1nc2c(s1)CCCC2. Reaction SMILES: [CH3:16][NH:17][CH2:18][CH:19]=[O:20].[s:1]1[c:2]([NH:10][C:11]([O:12][CH2:13][CH3:14])=[O:15])[n:3][c:4]2[c:5]1[CH2:6][CH2:7][CH2:8][CH2:9]2>>[s:1]1[c:2]([NH:10][C:11](=[O:15])[N:17]([CH3:16])[CH2:18][CH:19]=[O:20])[n:3][c:4]2[c:5]1[CH2:6][CH2:7][CH2:8][CH2:9]2.